Dataset: the Open Reaction Database (ORD), a public repository of structured organic reaction records. Task: describe an organic reaction: reactants, conditions, products, and yield The reactants are C(C)(C)(C)C1=CC(=C(N)C=C1)F (4-t-Butyl-2-fluoroaniline), B(F)(F)F.CCOCC (trifluoroboron etherate), CC(C(=O)OCC)C(=O)C (ethyl 2-methyl-acetoacetate). The product is CC1=NC2=C(C=C(C=C2C(=C1C)O)C(C)(C)C)F (2,3-dimethyl-6-t-butyl-8-fluoro-4-hydroxyquinoline). RXN SMILES: [C:1]([C:5]1[CH:11]=[CH:10][C:8]([NH2:9])=[C:7]([F:12])[CH:6]=1)([CH3:4])([CH3:3])[CH3:2].[CH3:13][CH:14]([C:20]([CH3:22])=O)[C:15](OCC)=[O:16].B(F)(F)F.CCOCC>C1(C)C=CC=CC=1>[CH3:22][C:20]1[C:14]([CH3:13])=[C:15]([OH:16])[C:10]2[C:8](=[C:7]([F:12])[CH:6]=[C:5]([C:1]([CH3:4])([CH3:2])[CH3:3])[CH:11]=2)[N:9]=1 |f:2.3|. Reported procedure: 4-t-Butyl-2-fluoroaniline (4.79 g) prepared according to the above process and ethyl 2-methyl-acetoacetate (4.96 g) were refluxed in toluene (60 ml) in the presence of trifluoroboron etherate (0.3 ml) for 3 hr to obtain a reaction solution. The reaction solution thus obtained was washed with a saturated aqueous sodium hydrogencarbonate solution and saturated brine and was dried over anhydrous sodium sulfate. The solvent was then removed under the reduced pressure. The reaction product was reflux... The solvent is C1(=CC=CC=C1)C (toluene). Yield: 23.4%.